The task is: describe an organic reaction: reactants, conditions, products, and yield. This data is from the Open Reaction Database (ORD), a public repository of structured organic reaction records. Reactants: CC1=C(N=NC(=C1C)C1=CC=CC=C1)N1C[C@@H](N(CC1)C(=O)OC(C)(C)C)C ((S)-tert-butyl 4-(4,5-dimethyl-6-phenylpyridazin-3-yl)-2-methylpiperazine-1-carboxylate), Cl (HCl), O1CCOCC1 (1,4-dioxane). Solvent: CO (MeOH). Conditions: time 8 hour. Product: CC1=C(N=NC(=C1C)C1=CC=CC=C1)N1C[C@@H](NCC1)C ((S)-4,5-Dimethyl-3-(3-methylpiperazin-1-yl)-6-phenylpyridazine). Yield: 95.7%. As a reaction SMILES: [CH3:1][C:2]1[C:7]([CH3:8])=[C:6]([C:9]2[CH:14]=[CH:13][CH:12]=[CH:11][CH:10]=2)[N:5]=[N:4][C:3]=1[N:15]1[CH2:20][CH2:19][N:18](C(OC(C)(C)C)=O)[C@@H:17]([CH3:28])[CH2:16]1.Cl.O1CCOCC1>CO>[CH3:1][C:2]1[C:7]([CH3:8])=[C:6]([C:9]2[CH:10]=[CH:11][CH:12]=[CH:13][CH:14]=2)[N:5]=[N:4][C:3]=1[N:15]1[CH2:20][CH2:19][NH:18][C@@H:17]([CH3:28])[CH2:16]1. Reported procedure: Treat a solution of (S)-tert-butyl 4-(4,5-dimethyl-6-phenylpyridazin-3-yl)-2-methylpiperazine-1-carboxylate (2.93 g, 7.66 mmol) in MeOH (20 mL) with 4 M HCl in 1,4-dioxane (10 mL, 40.0 mmol). Stir the reaction mixture at ambient temperature overnight. Concentrate the reaction mixture under reduced pressure. Dissolve the residue in MeOH, and pour onto an SCX column (Varian, 10 g). Rinse the column with MeOH. Elute the desired product with 2M NH3/MeOH. Concentrate under reduced pressure to afford ...